describe an organic reaction: reactants, conditions, products, and yield From a dataset of the Open Reaction Database (ORD), a public repository of structured organic reaction records. The reactants are ClC1=CC=C2C=CC(=NC2=N1)N1C(C2=CC=CC=C2C1=O)CC(=O)O (2-(7-chloro-1,8-naphthyridin-2-yl)-3-oxoisoindoline-1-acetic acid), CN(C=O)C (dimethylformamide), O1CCOC12CCNCC2 (1,4-dioxa-8-azaspiro[4.5]decane), P(OCC)(OCC)(=O)C#N (diethyl phosphorocyanidate). Solvent: O (water), C(C)N(CC)CC (triethylamine). Conditions: time 20 minute. The product is ClC1=CC=C2C=CC(=NC2=N1)N1C(C2=CC=CC=C2C1CC(=O)N1CCC2(OCCO2)CC1)=O (2-(7-Chloro-1,8-naphthyridin-2-yl)-3-(1,4-dioxa-8-azaspiro[4.5]decan-8-yl)carbonylmethylisoindolin-1-one). Yield: 98.1%. Reaction SMILES: [Cl:1][C:2]1[N:11]=[C:10]2[C:5]([CH:6]=[CH:7][C:8]([N:12]3[C:20](=[O:21])[C:19]4[C:14](=[CH:15][CH:16]=[CH:17][CH:18]=4)[CH:13]3[CH2:22][C:23](O)=[O:24])=[N:9]2)=[CH:4][CH:3]=1.CN(C)C=O.[O:31]1[C:35]2([CH2:40][CH2:39][NH:38][CH2:37][CH2:36]2)[O:34][CH2:33][CH2:32]1.P(C#N)(=O)(OCC)OCC>O.C(N(CC)CC)C>[Cl:1][C:2]1[N:11]=[C:10]2[C:5]([CH:6]=[CH:7][C:8]([N:12]3[CH:13]([CH2:22][C:23]([N:38]4[CH2:39][CH2:40][C:35]5([O:34][CH2:33][CH2:32][O:31]5)[CH2:36][CH2:37]4)=[O:24])[C:14]4[C:19](=[CH:18][CH:17]=[CH:16][CH:15]=4)[C:20]3=[O:21])=[N:9]2)=[CH:4][CH:3]=1. Reported procedure: To a mixture of 20.4 g of 2-(7-chloro-1,8-naphthyridin-2-yl)-3-oxoisoindoline-1-acetic acid and 250 ml of dimethylformamide were added 16 ml of triethylamine, 10.4 g of 1,4-dioxa-8-azaspiro[4.5]decane and 16 ml of diethyl phosphorocyanidate, and the mixture was stirred for 20 minutes. After addition of water, the resulting crystalline precipitate was collected by filtration, washed with water and dried to give 26.4 g of crude crystals. Recrystallization from methylene chloride-ethyl acetate gave... Starting materials: [C@H]1(CC[C@H](CC1)C(C)(C)O)CO (trans-p-menthane-7,8diol), C1(=CC=CC=C1)P(C1=CC=CC=C1)C1=CC=CC=C1 (triphenylphosphine), BrN1C(CCC1=O)=O (N-bromosuccinimide). Solvent: C1=CC=CC=C1 (benzene). Reaction conditions: time 16 hour. Product: BrC[C@@H]1CC[C@H](CC1)C(C)(C)O (trans-1-Bromomethyl-4-(2-hydroxy-2-propyl)cyclohexane). The yield is 124.3%. As a reaction SMILES: [C@H:1]1([CH2:11]O)[CH2:6][CH2:5][C@H:4]([C:7]([OH:10])([CH3:9])[CH3:8])[CH2:3][CH2:2]1.C1(P(C2C=CC=CC=2)C2C=CC=CC=2)C=CC=CC=1.[Br:32]N1C(=O)CCC1=O>C1C=CC=CC=1>[Br:32][CH2:11][C@H:1]1[CH2:6][CH2:5][C@H:4]([C:7]([OH:10])([CH3:9])[CH3:8])[CH2:3][CH2:2]1. Reported procedure: A mixture of 1.994 grams (11.57 mmol) of trans-p-menthane-7,8diol (for preparation, see: Ohloff, G.; Giersch, W. Helv. Chim. Acta., 1980, 63, 76), 3.035 grams (11.57 mmol) of triphenylphosphine, and 20 mL of benzene was chilled in an ice bath and treated portionwise with 2.060 grams (11.57 mmol) of N-bromosuccinimide. The ice bath was removed and the mixture was stirred for 16 hours at room temperature. The mixture was diluted with 50 mL of hexane and the solids were removed by filtering sequent...